This data is from the Open Reaction Database (ORD), a public repository of structured organic reaction records. The task is: describe an organic reaction: reactants, conditions, products, and yield Starting materials: OCC=1N=CN(C1C)CCC (4-hydroxymethyl-5-methyl-1-propylimidazole), S(=O)(Cl)Cl (thionyl chloride). Run at temperature 90 celsius. Product: Cl.ClCC=1N=CN(C1C)CCC (4-chloromethyl-5-methyl-1-propylimidazole hydrochloride). RXN SMILES: O[CH2:2][C:3]1[N:4]=[CH:5][N:6]([CH2:9][CH2:10][CH3:11])[C:7]=1[CH3:8].S(Cl)([Cl:14])=O>>[ClH:14].[Cl:14][CH2:2][C:3]1[N:4]=[CH:5][N:6]([CH2:9][CH2:10][CH3:11])[C:7]=1[CH3:8] |f:2.3|. Procedure details: 4-hydroxymethyl-5-methyl-1-propylimidazole (4.5 g) was added to thionyl chloride (25 ml) at 0° C., and the mixture was heated for 1 hour at 90° C. The mixture was allowed to be at room temperature. The solvent was distilled off under reduced pressure and the obtained residue was dissolved in methanol, and the solvent was distilled off again under reduced pressure. The obtained residue was washed with ethyl acetate to give 4-chloromethyl-5-methyl-1-propylimidazole hydrochloride (5.79 g) as colorl... Reactants: CC(=O)[O-], CCOc1nc2ccccc2n(-c2ccc(Cl)cc2)c1=O, [NH4+], O. The product is Nc1nc2ccccc2n(-c2ccc(Cl)cc2)c1=O. As a reaction SMILES: [CH3:2][C:3](=[O:4])[O-:5].[Cl:6][c:7]1[cH:8][cH:9][c:10](-[n:13]2[c:14](=[O:26])[c:15]([O:23][CH2:24][CH3:25])[n:16][c:17]3[cH:18][cH:19][cH:20][cH:21][c:22]23)[cH:11][cH:12]1.[NH4+:1].[OH2:27]>>[NH2:1][c:15]1[c:14](=[O:26])[n:13](-[c:10]2[cH:9][cH:8][c:7]([Cl:6])[cH:12][cH:11]2)[c:22]2[c:17]([n:16]1)[cH:18][cH:19][cH:20][cH:21]2. Reactants: FC(F)(F)c1ccc(Br)cc1, CC(C)(C)OC(=O)N1CCC(C=O)CC1, C1CCOC1, [Li]CCCC, CN(C)CCN(C)C, [Cl-], [NH4+]. Yields the product CC(C)(C)OC(=O)N1CCC(C(O)c2ccc(C(F)(F)F)cc2)CC1. Reaction SMILES: [Br:1][c:2]1[cH:3][cH:4][c:5]([C:8]([F:9])([F:10])[F:11])[cH:6][cH:7]1.[C:25]([CH3:26])([CH3:27])([CH3:28])[O:29][C:30](=[O:31])[N:32]1[CH2:33][CH2:34][CH:35]([CH:38]=[O:39])[CH2:36][CH2:37]1.[CH2:42]1[O:43][CH2:44][CH2:45][CH2:46]1.[CH3:12][CH2:13][CH2:14][CH2:15][Li:16].[CH3:17][N:18]([CH3:19])[CH2:20][CH2:21][N:22]([CH3:23])[CH3:24].[Cl-:40].[NH4+:41]>>[c:2]1([CH:38]([CH:35]2[CH2:34][CH2:33][N:32]([C:30]([O:29][C:25]([CH3:26])([CH3:27])[CH3:28])=[O:31])[CH2:37][CH2:36]2)[OH:39])[cH:3][cH:4][c:5]([C:8]([F:9])([F:10])[F:11])[cH:6][cH:7]1.